From a dataset of the Open Reaction Database (ORD), a public repository of structured organic reaction records. describe an organic reaction: reactants, conditions, products, and yield Reactants: CCCC[N+](CCCC)(CCCC)CCCC, C[Si](C)(C)CCOCN1C(=O)CN(c2cccc(-n3cc(-c4ccc(Cl)cc4Cl)nc3Cc3ccc(-c4ccc(OCC5CCCCC5)nn4)cc3)c2)S1(=O)=O, [F-]. Yields the product O=C1CN(c2cccc(-n3cc(-c4ccc(Cl)cc4Cl)nc3Cc3ccc(-c4ccc(OCC5CCCCC5)nn4)cc3)c2)S(=O)(=O)N1. Reaction SMILES: [CH3:58][CH2:59][CH2:60][CH2:61][N+:62]([CH2:63][CH2:64][CH2:65][CH3:66])([CH2:67][CH2:68][CH2:69][CH3:70])[CH2:71][CH2:72][CH2:73][CH3:74].[CH:1]1([CH2:7][O:8][c:9]2[cH:10][cH:11][c:12](-[c:15]3[cH:16][cH:17][c:18]([CH2:19][c:20]4[n:21](-[c:33]5[cH:34][c:35]([N:39]6[CH2:40][C:41](=[O:54])[N:42]([CH2:46][O:47][CH2:48][CH2:49][Si:50]([CH3:51])([CH3:52])[CH3:53])[S:43]6(=[O:44])=[O:45])[cH:36][cH:37][cH:38]5)[cH:22][c:23](-[c:25]5[c:26]([Cl:32])[cH:27][c:28]([Cl:31])[cH:29][cH:30]5)[n:24]4)[cH:55][cH:56]3)[n:13][n:14]2)[CH2:2][CH2:3][CH2:4][CH2:5][CH2:6]1.[F-:57]>>[CH:1]1([CH2:7][O:8][c:9]2[cH:10][cH:11][c:12](-[c:15]3[cH:16][cH:17][c:18]([CH2:19][c:20]4[n:21](-[c:33]5[cH:34][c:35]([N:39]6[CH2:40][C:41](=[O:54])[NH:42][S:43]6(=[O:44])=[O:45])[cH:36][cH:37][cH:38]5)[cH:22][c:23](-[c:25]5[c:26]([Cl:32])[cH:27][c:28]([Cl:31])[cH:29][cH:30]5)[n:24]4)[cH:55][cH:56]3)[n:13][n:14]2)[CH2:2][CH2:3][CH2:4][CH2:5][CH2:6]1. The reactants are CO, COC(=O)Cc1cc(OC)c(OC)cc1CN(C(C)=O)c1ccccc1, [Li+], [OH-]. Yields the product COc1cc(CC(=O)O)c(CN(C(C)=O)c2ccccc2)cc1OC. Reaction SMILES: [CH3:29][OH:30].[CH3:3][O:4][c:5]1[cH:6][c:7]([CH2:18][N:19]([C:20](=[O:21])[CH3:22])[c:23]2[cH:24][cH:25][cH:26][cH:27][cH:28]2)[c:8]([CH2:13][C:14](=[O:15])[O:16][CH3:17])[cH:9][c:10]1[O:11][CH3:12].[Li+:1].[OH-:2]>>[CH3:3][O:4][c:5]1[cH:6][c:7]([CH2:18][N:19]([C:20](=[O:21])[CH3:22])[c:23]2[cH:24][cH:25][cH:26][cH:27][cH:28]2)[c:8]([CH2:13][C:14](=[O:15])[OH:16])[cH:9][c:10]1[O:11][CH3:12]. The reactants are [OH-].[Na+] (NaOH), O=C1NCCCN2C1=CC=1C=CC(=CC21)C(=O)OCC (ethyl 1-oxo-2,3,4,5-tetrahydro-1H-[1,4]diazepino[1,2-a]indole-8-carboxylate), Cl (HCl). The solvent is O (water), C1CCOC1.CO (THF methanol). Reaction conditions: temperature 70 celsius. Yields the product O=C1NCCCN2C1=CC=1C=CC(=CC21)C(=O)O (1-oxo-2,3,4,5-tetrahydro-1H-[1,4]diazepino[1,2-a]indole-8-carboxylic acid). The yield is 67.0%. As a reaction SMILES: [O:1]=[C:2]1[C:8]2=[CH:9][C:10]3[CH:11]=[CH:12][C:13]([C:16]([O:18]CC)=[O:17])=[CH:14][C:15]=3[N:7]2[CH2:6][CH2:5][CH2:4][NH:3]1.[OH-].[Na+].Cl>C1COCC1.CO.O>[O:1]=[C:2]1[C:8]2=[CH:9][C:10]3[CH:11]=[CH:12][C:13]([C:16]([OH:18])=[O:17])=[CH:14][C:15]=3[N:7]2[CH2:6][CH2:5][CH2:4][NH:3]1 |f:1.2,4.5|. Reported procedure: To a suspension of ethyl 1-oxo-2,3,4,5-tetrahydro-1H-[1,4]diazepino[1,2-a]indole-8-carboxylate (900 mg, 3.3 mmol) in THF:methanol (1:1, 20 mL) is added 1N NaOH (9.0 mL, 9.0 mmol). The reaction mixture is heated at 70° C. for 2 h. The reaction mixture is cooled to room temperature, diluted with water (80 mL) and is acidified with 3N HCl to pH 2-3. The resulting yellow precipitate is filtered, washed with water and dried in vacuo oven at 60° C. to afford the title compound (540 mg, 67%).